describe an organic reaction: reactants, conditions, products, and yield From a dataset of the Open Reaction Database (ORD), a public repository of structured organic reaction records. The reactants are Br[O-].[Na+] (sodium hypobromite), BrCCCCC1=CC=CC=C1 (4-bromobutylbenzene), C(C)(=O)C1=CC=CC=C1 (acetophenone), C(C)(=O)Cl (acetyl chloride), [Cl-].[Al+3].[Cl-].[Cl-] (aluminum chloride), C(C1=CC=CC=C1)(=O)O (benzoic acid). Run in C(C)O (ethanol). Yields the product BrCCCCC1=CC=C(C(=O)OCC)C=C1 (ethyl 4-(4-bromobutyl)benzoate). Reaction SMILES: [Br:1][CH2:2][CH2:3][CH2:4][CH2:5][C:6]1[CH:11]=[CH:10][CH:9]=[CH:8][CH:7]=1.[C:12](Cl)(=[O:14])[CH3:13].[Cl-].[Al+3].[Cl-].[Cl-].[C:20](C1C=CC=CC=1)(=[O:22])C.Br[O-].[Na+].C(O)(=O)C1C=CC=CC=1>C(O)C>[Br:1][CH2:2][CH2:3][CH2:4][CH2:5][C:6]1[CH:11]=[CH:10][C:9]([C:20]([O:14][CH2:12][CH3:13])=[O:22])=[CH:8][CH:7]=1 |f:2.3.4.5,7.8|. Reported procedure: In this case, 4-bromobutylbenzene is acylated with acetyl chloride and aluminum chloride; the resulting acetophenone is oxidized with sodium hypobromite to the benzoic acid, and this compound is esterified with ethanol and mineral acid to afford ethyl 4-(4-bromobutyl)benzoate. This ester is treated with the anion prepared from methyl methylthiomethyl sulfoxide and a strong base such as sodium hydride. The resulting dimethylmercaptal S-oxide is hydrolyzed with acid catalysis to the aldehyde inter... The reactants are C1(CCCCC1)CC1NCCNCCNCCNCCNC1 (2-cyclohexylmethyl-1,4,7,10,13-pentaazacyclopentadecane), Example 7A, [Cl-].[Mn+2].[Cl-] (manganese(II) chloride). Run in CO (methanol). Run at temperature 0 celsius. Yields the product ClC1(N(CCNCCNCCNCCNC1)Cl)CC1CCCCC1.[Mn+2] (Manganese(II)dichloro (2-Cyclohexylmethyl-1,4,7,10,13-pentaazacyclopentadecane)). The yield is 65.0%. RXN SMILES: [CH:1]1([CH2:7][CH:8]2[CH2:22][NH:21][CH2:20][CH2:19][NH:18][CH2:17][CH2:16][NH:15][CH2:14][CH2:13][NH:12][CH2:11][CH2:10][NH:9]2)[CH2:6][CH2:5][CH2:4][CH2:3][CH2:2]1.[Cl-:23].[Mn+2:24].[Cl-:25]>CO>[Cl:23][C:8]1([CH2:7][CH:1]2[CH2:2][CH2:3][CH2:4][CH2:5][CH2:6]2)[CH2:22][NH:21][CH2:20][CH2:19][NH:18][CH2:17][CH2:16][NH:15][CH2:14][CH2:13][NH:12][CH2:11][CH2:10][N:9]1[Cl:25].[Mn+2:24] |f:1.2.3,5.6|. Procedure: A solution of 2-cyclohexylmethyl-1,4,7,10,13-pentaazacyclopentadecane prepared as in Example 7A (0.43 g, 1.4 mmole) and anhydrous manganese(II) chloride (0.17 g, 1.4 mmole) in anhydrous methanol (30 ml) was refluxed under a dry nitrogen atmosphere overnight. The solution was filtered and concentrated in vacuo to a volume of 3 ml. Ethyl ether (20 ml) was added. Upon cooling to 0° C., 0.39 g (65% yield) of the product was obtained as a white solid: FAB mass spectrum (NBA) m/z (relative intensity) ... The reactants are COC(=O)c1cc(Br)cc(C)c1NS(=O)(=O)c1ccc(OC)cc1, [H-], CI, [Na+], CN(C)C=O. Product: COC(=O)c1cc(Br)cc(C)c1N(C)S(=O)(=O)c1ccc(OC)cc1. As a reaction SMILES: [CH3:1][O:2][C:3]([c:4]1[c:5]([NH:12][S:13](=[O:14])(=[O:15])[c:16]2[cH:17][cH:18][c:19]([O:22][CH3:23])[cH:20][cH:21]2)[c:6]([CH3:11])[cH:7][c:8]([Br:10])[cH:9]1)=[O:24].[H-:25].[I:27][CH3:28].[Na+:26].[O:29]=[CH:30][N:31]([CH3:32])[CH3:33]>>[CH3:1][O:2][C:3]([c:4]1[c:5]([N:12]([S:13](=[O:14])(=[O:15])[c:16]2[cH:17][cH:18][c:19]([O:22][CH3:23])[cH:20][cH:21]2)[CH3:28])[c:6]([CH3:11])[cH:7][c:8]([Br:10])[cH:9]1)=[O:24].